The task is: describe an organic reaction: reactants, conditions, products, and yield. This data is from the Open Reaction Database (ORD), a public repository of structured organic reaction records. Starting materials: CN1C=C(C2=CC=CC=C12)C=1C(NC(C1C1=CC(=CC=C1)N)=O)=O (3-(1-methylindol-3-yl)-4-(3-aminophenyl)-1H-pyrrole-2,5-dione), OCCC(C)=O (4-hydroxy-2-butanone), [BH3-]C#N.[Na+] (NaCNBH3). Solvent: ClCCl (dichloromethane). Reaction conditions: time 3 day. Yields the product CN1C=C(C2=CC=CC=C12)C=1C(NC(C1C1=CC(=CC=C1)NC(CCO)C)=O)=O (3-(1-methylindol-3-yl)-4-[3-(3-hydroxy-1-methylpropylamino)phenyl]-1H-pyrrole-2,5-dione). RXN SMILES: [CH3:1][N:2]1[C:10]2[C:5](=[CH:6][CH:7]=[CH:8][CH:9]=2)[C:4]([C:11]2[C:12](=[O:24])[NH:13][C:14](=[O:23])[C:15]=2[C:16]2[CH:21]=[CH:20][CH:19]=[C:18]([NH2:22])[CH:17]=2)=[CH:3]1.[OH:25][CH2:26][CH2:27][C:28](=O)[CH3:29].[BH3-]C#N.[Na+]>ClCCl>[CH3:1][N:2]1[C:10]2[C:5](=[CH:6][CH:7]=[CH:8][CH:9]=2)[C:4]([C:11]2[C:12](=[O:24])[NH:13][C:14](=[O:23])[C:15]=2[C:16]2[CH:21]=[CH:20][CH:19]=[C:18]([NH:22][CH:28]([CH3:29])[CH2:27][CH2:26][OH:25])[CH:17]=2)=[CH:3]1 |f:2.3|. Procedure: To a mixture of 3-(1-methylindol-3-yl)-4-(3-aminophenyl)-1H-pyrrole-2,5-dione (0.2 g, 0.6 mmol) and 4-hydroxy-2-butanone (80 mg, 1.5 eq) in dichloromethane (15 mL) was added NaCNBH3 (56 mg, 1.5 eq) and the reaction mixture was stirred at RT for three days. The product 3-(1-methylindol-3-yl)-4-[3-(3-hydroxy-1-methylpropylamino)phenyl]-1H-pyrrole-2,5-dione separated by preparatory TLC (8.9 mg, 3.6%). LC/mS: M+ 389. Reactants: C[Si](C)(C)[N-][Si](C)(C)C.[Li+] (Lithium bis(trimethylsilyl)amide), C1(=CC=CC=C1)C(C(=O)O)C (2-phenyl-propionic acid), BrCC[C@H](CC)C ((S)-1-bromo-3-methyl-pentane). The solvent is O1CCCC1 (tetrahydrofuran), O1CCCC1 (tetrahydrofuran). Reaction conditions: time 17 hour. Yields the product CC(C(=O)O)(CC[C@H](CC)C)C1=CC=CC=C1 ((5S)-2,5-dimethyl-2-phenylheptanoic Acid). Yield: 90.0%. As a reaction SMILES: C[Si]([N-][Si](C)(C)C)(C)C.[Li+].[C:11]1([CH:17]([CH3:21])[C:18]([OH:20])=[O:19])[CH:16]=[CH:15][CH:14]=[CH:13][CH:12]=1.Br[CH2:23][CH2:24][C@@H:25]([CH3:28])[CH2:26][CH3:27]>O1CCCC1>[CH3:21][C:17]([C:11]1[CH:16]=[CH:15][CH:14]=[CH:13][CH:12]=1)([CH2:23][CH2:24][C@@H:25]([CH3:28])[CH2:26][CH3:27])[C:18]([OH:20])=[O:19] |f:0.1|. Procedure: Lithium bis(trimethylsilyl)amide (3.23 g, 19.3 mmol) was added to 8 mL of tetrahydrofuran and the resulting solution was cooled in an ice bath. Addition of a solution of 2-phenyl-propionic acid (1.16 g, 7.73 mmol) in 1 mL of tetrahydrofuran to the reaction solution was followed by addition of (S)-1-bromo-3-methyl-pentane (2.05 g, 12.4 mmol). The reaction vessel was removed from the cooling bath, placed in a 50° C. oil bath, and the reaction solution was stirred for 17 hours. After concentration,... Starting materials: C(C)N(CC)CCNN (2-(diethylaminoethyl)hydrazine), ClC1=CC=C(C=2SC3=CC=CC(=C3C(C12)=O)OC)[N+](=O)[O-] (1-chloro-8-methoxy-4-nitro-9H-thioxanthen-9-one). The solvent is CN(C)C=O (DMF). The product is C(C)N(CCN1N=C2C=3C(=C(C=CC13)[N+](=O)[O-])SC1=C2C(=CC=C1)OC)CC (N,N-Diethyl-10-methoxy-5-nitro-2H[1]benzothiopyrano[4,3,2-cd]indazole-2-ethanamine). The yield is 51.7%. Reaction SMILES: [CH2:1]([N:3]([CH2:6][CH2:7][NH:8][NH2:9])[CH2:4][CH3:5])[CH3:2].Cl[C:11]1[C:24]2[C:23](=O)[C:22]3[C:17](=[CH:18][CH:19]=[CH:20][C:21]=3[O:26][CH3:27])[S:16][C:15]=2[C:14]([N+:28]([O-:30])=[O:29])=[CH:13][CH:12]=1>CN(C=O)C>[CH2:1]([N:3]([CH2:4][CH3:5])[CH2:6][CH2:7][N:8]1[C:11]2[CH:12]=[CH:13][C:14]([N+:28]([O-:30])=[O:29])=[C:15]3[S:16][C:17]4[CH:18]=[CH:19][CH:20]=[C:21]([O:26][CH3:27])[C:22]=4[C:23]([C:24]=23)=[N:9]1)[CH3:2]. Reported procedure: Reaction of a mixture of 2.5 g (0.0192 mol) of 2-(diethylaminoethyl)hydrazine, 4.2 g (0.0131 mol) of 1-chloro-8-methoxy-4-nitro-9H-thioxanthen-9-one in 110 ml of DMF as described in Example 53 gave 2.7 g of product. Starting materials: C1CCOC1, CCC(c1cc2cc(C(=O)OC)ccc2o1)C(C)c1ccc(OCC(=O)C(C)(C)C)c(C)c1, CO, [Na+], [OH-]. Product: CCC(c1cc2cc(C(=O)O)ccc2o1)C(C)c1ccc(OCC(=O)C(C)(C)C)c(C)c1. As a reaction SMILES: [CH2:38]1[O:39][CH2:40][CH2:41][CH2:42]1.[CH3:1][O:2][C:3](=[O:4])[c:5]1[cH:6][cH:7][c:8]2[c:9]([cH:10][c:11]([CH:13]([CH2:14][CH3:15])[CH:16]([CH3:17])[c:18]3[cH:19][c:20]([CH3:32])[c:21]([O:24][CH2:25][C:26]([C:27]([CH3:28])([CH3:29])[CH3:30])=[O:31])[cH:22][cH:23]3)[o:12]2)[cH:33]1.[CH3:36][OH:37].[Na+:35].[OH-:34]>>[O:2]=[C:3]([OH:4])[c:5]1[cH:6][cH:7][c:8]2[c:9]([cH:10][c:11]([CH:13]([CH2:14][CH3:15])[CH:16]([CH3:17])[c:18]3[cH:19][c:20]([CH3:32])[c:21]([O:24][CH2:25][C:26]([C:27]([CH3:28])([CH3:29])[CH3:30])=[O:31])[cH:22][cH:23]3)[o:12]2)[cH:33]1.